This data is from the Open Reaction Database (ORD), a public repository of structured organic reaction records. The task is: describe an organic reaction: reactants, conditions, products, and yield Starting materials: COC1=C(C(=C(C(=C1C)C)OC)C)C(CCCCC#CCCO)C1=CC=CC=C1 (9-(2,5-dimethoxy-3,4,6-trimethylphenyl)-9-phenyl-3-nonyn-1-ol). The reagents and catalysts are [C].[Pd] (Palladium-carbon). Run in C(C)O (ethanol). Reaction conditions: time 2 hour. Product: COC1=C(C(=C(C(=C1C)C)OC)C)C(CCCCCCCCO)C1=CC=CC=C1 (9-(2,5-dimethoxy-3,4,6-trimethylphenyl)-9-phenylnonanol). Yield: 98.9%. Reaction SMILES: [CH3:1][O:2][C:3]1[C:8]([CH3:9])=[C:7]([CH3:10])[C:6]([O:11][CH3:12])=[C:5]([CH3:13])[C:4]=1[CH:14]([C:24]1[CH:29]=[CH:28][CH:27]=[CH:26][CH:25]=1)[CH2:15][CH2:16][CH2:17][CH2:18][C:19]#[C:20][CH2:21][CH2:22][OH:23]>C(O)C.[C].[Pd]>[CH3:1][O:2][C:3]1[C:8]([CH3:9])=[C:7]([CH3:10])[C:6]([O:11][CH3:12])=[C:5]([CH3:13])[C:4]=1[CH:14]([C:24]1[CH:25]=[CH:26][CH:27]=[CH:28][CH:29]=1)[CH2:15][CH2:16][CH2:17][CH2:18][CH2:19][CH2:20][CH2:21][CH2:22][OH:23] |f:2.3|. Procedure details: 5% Palladium-carbon (0.2 g) was added to a solution of 1.970 g (5.0 mmole) of 9-(2,5-dimethoxy-3,4,6-trimethylphenyl)-9-phenyl-3-nonyn-1-ol in ethanol (20 ml), and catalytic reduction was conducted at room temperature for 2 hours. The catalyst was filtered out, and the ethanol was distilled off under reduced pressure. The residue was chromatographed on a silica gel column to perform purification (elution with isopropyl ether) to thereby give 1.97 g (99%) of 9-(2,5-dimethoxy-3,4,6-trimethylphenyl... Starting materials: NC1=NC=CC=C1OCC1=CC=C(C=C1)Cl (2-amino-3-(4-chlorobenzyloxy)pyridine), C1(=CC=CC=C1)N=C=S (phenyl isothiocyanate), C1(=CC=CC=C1)C (toluene). The solvent is C(C)OCC (diethyl ether). Product: ClC1=CC=C(COC=2C(=NC=CC2)NC(=S)NC2=CC=CC=C2)C=C1 (N-[3-(4-Chlorobenzyloxy)pyrid-2-yl]-N'-phenylthiourea). As a reaction SMILES: [NH2:1][C:2]1[C:7]([O:8][CH2:9][C:10]2[CH:15]=[CH:14][C:13]([Cl:16])=[CH:12][CH:11]=2)=[CH:6][CH:5]=[CH:4][N:3]=1.[C:17]1([N:23]=[C:24]=[S:25])[CH:22]=[CH:21][CH:20]=[CH:19][CH:18]=1.C1(C)C=CC=CC=1>C(OCC)C>[Cl:16][C:13]1[CH:14]=[CH:15][C:10]([CH2:9][O:8][C:7]2[C:2]([NH:1][C:24]([NH:23][C:17]3[CH:22]=[CH:21][CH:20]=[CH:19][CH:18]=3)=[S:25])=[N:3][CH:4]=[CH:5][CH:6]=2)=[CH:11][CH:12]=1. Reported procedure: A mixture of 2-amino-3-(4-chlorobenzyloxy)pyridine (3.37 g, 0,014 mol), phenyl isothiocyanate (2.33 g, 0,017 mol) and toluene (10 ml) was refluxed for 3.5 hours, then cooled and treated with diethyl ether to induce crystallisation of the product. Yield 4.36 g (82%), m.p. 162°-164 ° C. Starting materials: C1(=CC=CC=C1)S(=O)(=O)CC1=NNC(=N1)C1=CC=CC=C1 (3-benzenesulfonylmethyl-5-phenyl-1H-[1,2,4]triazole), N1=C(C=CC=C1)C=CC#N (3-pyridin-2-yl-acrylonitrile). Product: C1(=CC=CC=C1)C1=NN2C(C=C(C=C2N)C2=NC=CC=C2)=N1 (2-Phenyl-7-pyridin-2-yl-[1,2,4]triazolo[1,5-a]pyridin-5-ylamine). As a reaction SMILES: C1(S([CH2:10][C:11]2[N:15]=[C:14]([C:16]3[CH:21]=[CH:20][CH:19]=[CH:18][CH:17]=3)[NH:13][N:12]=2)(=O)=O)C=CC=CC=1.[N:22]1[CH:27]=[CH:26][CH:25]=[CH:24][C:23]=1[CH:28]=[CH:29][C:30]#[N:31]>>[C:16]1([C:14]2[N:15]=[C:11]3[CH:10]=[C:28]([C:23]4[CH:24]=[CH:25][CH:26]=[CH:27][N:22]=4)[CH:29]=[C:30]([NH2:31])[N:12]3[N:13]=2)[CH:17]=[CH:18][CH:19]=[CH:20][CH:21]=1. Procedure details: The title compound, mp. 278-280° C., MS m/e (%): 288 (M+H+, 100), was prepared in accordance with the general method of example 22 from 3-benzenesulfonylmethyl-5-phenyl-1H-[1,2,4]triazole and 3-pyridin-2-yl-acrylonitrile. Reactants: [H-].[Al+3].[Li+].[H-].[H-].[H-] (lithium aluminum hydride), COC=1C=CC=2C(C3=CC=CC=C3OC2C1)=O (3-Methoxy-9H-xanthen-9-one). Run in CCOCC (Et2O), C1(=CC=CC=C1)C (toluene). Reaction conditions: time 30 minute. Yields the product COC=1C=CC=2CC3=CC=CC=C3OC2C1 (3-Methoxy-9H-xanthene). Isolated yield 85.9%. As a reaction SMILES: [H-].[Al+3].[Li+].[H-].[H-].[H-].[CH3:7][O:8][C:9]1[CH:10]=[CH:11][C:12]2[C:13](=O)[C:14]3[C:19]([O:20][C:21]=2[CH:22]=1)=[CH:18][CH:17]=[CH:16][CH:15]=3>CCOCC.C1(C)C=CC=CC=1>[CH3:7][O:8][C:9]1[CH:10]=[CH:11][C:12]2[CH2:13][C:14]3[C:19]([O:20][C:21]=2[CH:22]=1)=[CH:18][CH:17]=[CH:16][CH:15]=3 |f:0.1.2.3.4.5|. Procedure: To a suspension of lithium aluminum hydride (0.524 g, 13.8 mmole) in Et2O (30 ml) at 0° was added, dropwise, a solution of xanthone 8 (1 g, 4.42 mmole) in toluene (25 ml). The resulting mixture was stirred at room temperature for 30 min, then refluxed vigorously for 17 hrs. After cooling in an ice bath, the reaction was quenched carefully with EtOAc (1.5 ml), MeOH (1.5 ml) and finally with dilute HCl solution until the aqueous layer was acidic. The reaction mixture was partitioned between 10% Et... Starting materials: BrC1=C(C=C(C=2NC3=CC(=CC=C3C12)C(C)(C)O)C(=O)N)Cl (4-bromo-3-chloro-7-(2-hydroxypropan-2-yl)-9H-carbazole-1-carboxamide), BrC1=C(C=C(C=2NC3=CC(=CC=C3C12)C(C)(C)O)C(=O)N)Cl (4-bromo-3-chloro-7-(2-hydroxypropan-2-yl)-9H-carbazole-1-carboxamide), ClC1=C(C=CC=C1B1OC(C(O1)(C)C)(C)C)N1C(N(C2=C(C=CC=C2C1=O)F)C)=O (3-(2-chloro-3-(4,4,5,5-tetramethyl-1,3,2-dioxaborolan-2-yl)phenyl)-8-fluoro-1-methylquinazoline-2,4(1H,3H)-dione), ClC1=C(C=CC=C1B1OC(C(O1)(C)C)(C)C)N1C(N(C2=C(C=CC=C2C1=O)F)C)=O (3-(2-chloro-3-(4,4,5,5-tetramethyl-1,3,2-dioxaborolan-2-yl)phenyl)-8-fluoro-1-methylquinazoline-2,4(1H,3H)-dione), CCO (EtOH), C(=O)([O-])[O-].[Na+].[Na+] (Na2CO3). The reagents and catalysts are C=1C=CC(=CC1)[P](C=2C=CC=CC2)(C=3C=CC=CC3)[Pd]([P](C=4C=CC=CC4)(C=5C=CC=CC5)C=6C=CC=CC6)([P](C=7C=CC=CC7)(C=8C=CC=CC8)C=9C=CC=CC9)[P](C=1C=CC=CC1)(C=1C=CC=CC1)C=1C=CC=CC1 (tetrakis(triphenylphosphine)palladium). Solvent: C1(=CC=CC=C1)C (toluene). Run at temperature 90 celsius. The product is ClC=1C=C(C=2NC3=CC(=CC=C3C2C1C1=C(C(=CC=C1)N1C(N(C2=C(C=CC=C2C1=O)F)C)=O)Cl)C(C)(C)O)C(=O)N (3-chloro-4-(2-chloro-3-(8-fluoro-1-methyl-2,4-dioxo-1,2-dihydroquinazolin-3(4H)-yl)phenyl)-7-(2-hydroxypropan-2-yl)-9H-carbazole-1-carboxamide). The yield is 12.5%. Reaction SMILES: Br[C:2]1[C:14]2[C:13]3[C:8](=[CH:9][C:10]([C:15]([OH:18])([CH3:17])[CH3:16])=[CH:11][CH:12]=3)[NH:7][C:6]=2[C:5]([C:19]([NH2:21])=[O:20])=[CH:4][C:3]=1[Cl:22].[Cl:23][C:24]1[C:29](B2OC(C)(C)C(C)(C)O2)=[CH:28][CH:27]=[CH:26][C:25]=1[N:39]1[C:48](=[O:49])[C:47]2[C:42](=[C:43]([F:50])[CH:44]=[CH:45][CH:46]=2)[N:41]([CH3:51])[C:40]1=[O:52].CCO.C([O-])([O-])=O.[Na+].[Na+]>C1C=CC([P]([Pd]([P](C2C=CC=CC=2)(C2C=CC=CC=2)C2C=CC=CC=2)([P](C2C=CC=CC=2)(C2C=CC=CC=2)C2C=CC=CC=2)[P](C2C=CC=CC=2)(C2C=CC=CC=2)C2C=CC=CC=2)(C2C=CC=CC=2)C2C=CC=CC=2)=CC=1.C1(C)C=CC=CC=1>[Cl:22][C:3]1[CH:4]=[C:5]([C:19]([NH2:21])=[O:20])[C:6]2[NH:7][C:8]3[C:13]([C:14]=2[C:2]=1[C:29]1[CH:28]=[CH:27][CH:26]=[C:25]([N:39]2[C:48](=[O:49])[C:47]4[C:42](=[C:43]([F:50])[CH:44]=[CH:45][CH:46]=4)[N:41]([CH3:51])[C:40]2=[O:52])[C:24]=1[Cl:23])=[CH:12][CH:11]=[C:10]([C:15]([OH:18])([CH3:17])[CH3:16])[CH:9]=3 |f:3.4.5,^1:65,67,86,105|. Reported procedure: A mixture of 4-bromo-3-chloro-7-(2-hydroxypropan-2-yl)-9H-carbazole-1-carboxamide [Intermediate 3] (30 mg, 0.079 mmol), 3-(2-chloro-3-(4,4,5,5-tetramethyl-1,3,2-dioxaborolan-2-yl)phenyl)-8-fluoro-1-methylquinazoline-2,4(1H,3H)-dione [Intermediate 41] (40.6 mg, 0.094 mmol), EtOH (1 mL), toluene (1 mL) and 2 M aqueous Na2CO3 (0.13 mL, 0.26 mmol) was bubbled with nitrogen for 5 min. The mixture was treated with tetrakis(triphenylphosphine)palladium (7.3 mg, 6.29 μmol), and the reaction vessel was s... The reactants are C(C)C(CN)CCCC (2-ethylhexylamine), C(CC)N (n-propylamine), C(C)C(CNC(OC(CO)C)=O)CCCC (1-hydroxy-2-propyl 2-ethyl-1-hexylcarbamate). Yields the product C(C)C(CNC(OCC(C)O)=O)CCCC (2-hydroxy-1-propyl 2-ethyl-1-hexylcarbamate). RXN SMILES: [CH2:1](C(CCCC)CN)C.C(N)CC.[CH2:14]([CH:16]([CH2:26][CH2:27][CH2:28][CH3:29])[CH2:17][NH:18][C:19](=[O:25])[O:20][CH:21](C)[CH2:22][OH:23])[CH3:15]>>[CH2:14]([CH:16]([CH2:26][CH2:27][CH2:28][CH3:29])[CH2:17][NH:18][C:19](=[O:25])[O:20][CH2:21][CH:22]([OH:23])[CH3:1])[CH3:15]. Procedure: When example 6 is followed except that a chemically equivalent amount of 2-ethylhexylamine is substituted for n-propylamine, an isomeric mixture of 1-hydroxy-2-propyl 2-ethyl-1-hexylcarbamate and 2-hydroxy-1-propyl 2-ethyl-1-hexylcarbamate is obtained.